This data is from the Open Reaction Database (ORD), a public repository of structured organic reaction records. The task is: describe an organic reaction: reactants, conditions, products, and yield The product is C(C1=CC=CC=C1)N1CC(N(C(C1)=O)CC#C)=O (4-Benzyl-1-prop-2-ynyl-piperazine-2,6-dione). Reaction SMILES: [CH2:1]([N:8]([CH2:13][C:14]([OH:16])=O)[CH2:9][C:10]([OH:12])=O)[C:2]1[CH:7]=[CH:6][CH:5]=[CH:4][CH:3]=1.C(N1C=CN=C1)(N1C=CN=C1)=O.[CH2:29]([NH2:32])[C:30]#[CH:31]>C1COCC1>[CH2:1]([N:8]1[CH2:9][C:10](=[O:12])[N:32]([CH2:29][C:30]#[CH:31])[C:14](=[O:16])[CH2:13]1)[C:2]1[CH:3]=[CH:4][CH:5]=[CH:6][CH:7]=1. Procedure details: To a suspension of N-benzyliminodiacetic acid (10 mmol) in THF (30 ml), 1,1′-carbonyldiimidazole (22 mmol) is added with stirring. The reaction mixture is refluxed with stirring for 15 minutes. Propargylamine (10 mmol) is added and then reaction mixture is stirred at 90° C. for 1 day. The organic solvent is evaporated and then the residue is dissolved in AcOEt. The organic layer is washed with 2×100 ml 0.1N HCl and then dried over sodium sulfate. The solvent is concentrated under vacuum. The pur... The solvent is C1CCOC1 (THF). Isolated yield 61.9%. The reactants are C(C1=CC=CC=C1)N(CC(=O)O)CC(=O)O (N-benzyliminodiacetic acid), C(=O)(N1C=NC=C1)N1C=NC=C1 (1,1′-carbonyldiimidazole), C(C#C)N (Propargylamine). Starting materials: CCN(C(C)C)C(C)C, FC(F)c1nnc2ccc(Cl)nn12, CC(c1ccc(F)cc1)N1CCNCC1, CN(C)C=O. Product: CC(c1ccc(F)cc1)N1CCN(c2ccc3nnc(C(F)F)n3n2)CC1. Reaction SMILES: [CH:29]([N:30]([CH2:31][CH3:32])[CH:33]([CH3:34])[CH3:35])([CH3:36])[CH3:37].[Cl:1][c:2]1[cH:3][cH:4][c:5]2[n:6]([n:7]1)[c:8]([CH:11]([F:12])[F:13])[n:9][n:10]2.[F:14][c:15]1[cH:16][cH:17][c:18]([CH:21]([CH3:22])[N:23]2[CH2:24][CH2:25][NH:26][CH2:27][CH2:28]2)[cH:19][cH:20]1.[O:38]=[CH:39][N:40]([CH3:41])[CH3:42]>>[c:2]1([N:26]2[CH2:25][CH2:24][N:23]([CH:21]([c:18]3[cH:17][cH:16][c:15]([F:14])[cH:20][cH:19]3)[CH3:22])[CH2:28][CH2:27]2)[cH:3][cH:4][c:5]2[n:6]([n:7]1)[c:8]([CH:11]([F:12])[F:13])[n:9][n:10]2.